Dataset: the Open Reaction Database (ORD), a public repository of structured organic reaction records. Task: describe an organic reaction: reactants, conditions, products, and yield Starting materials: CS(C)=O, O=[N+]([O-])c1ccc(Cl)cc1, [Na+], [OH-], O=[N+]([O-])c1ccc(OCCO)cc1. Yields the product O=[N+]([O-])c1ccc(OCCOc2ccc([N+](=O)[O-])cc2)cc1. Reaction SMILES: [CH3:26][S:27]([CH3:28])=[O:29].[N+:14](=[O:15])([O-:16])[c:17]1[cH:18][cH:19][c:20]([Cl:23])[cH:21][cH:22]1.[Na+:25].[OH-:24].[OH:1][CH2:2][CH2:3][O:4][c:5]1[cH:6][cH:7][c:8]([N+:11](=[O:12])[O-:13])[cH:9][cH:10]1>>[O:1]([CH2:2][CH2:3][O:4][c:5]1[cH:6][cH:7][c:8]([N+:11](=[O:12])[O-:13])[cH:9][cH:10]1)[c:20]1[cH:19][cH:18][c:17]([N+:14](=[O:15])[O-:16])[cH:22][cH:21]1.